describe an organic reaction: reactants, conditions, products, and yield From a dataset of the Open Reaction Database (ORD), a public repository of structured organic reaction records. Reaction SMILES: [CH3:1][C:2]1[CH:3]=[C:4]([CH:6]=[C:7]([CH3:24])[C:8]=1[O:9][CH2:10][CH2:11][CH2:12][O:13][C:14]1[CH:19]=[CH:18][C:17]([C:20]([F:23])([F:22])[F:21])=[CH:16][CH:15]=1)[NH2:5].[CH3:25][CH:26]([C:31](=O)[CH2:32][CH3:33])[C:27](OC)=[O:28].C1(C)C=CC(S(O)(=O)=O)=CC=1.O.C(=O)(O)[O-].[Na+]>C1(C)C(C)=CC=CC=1.C(OCC)(=O)C>[CH2:32]([C:31]1[C:26]([CH3:25])=[C:27]([OH:28])[C:6]2[C:4](=[CH:3][C:2]([CH3:1])=[C:8]([O:9][CH2:10][CH2:11][CH2:12][O:13][C:14]3[CH:19]=[CH:18][C:17]([C:20]([F:22])([F:21])[F:23])=[CH:16][CH:15]=3)[C:7]=2[CH3:24])[N:5]=1)[CH3:33] |f:3.4.5|. The yield is 91.6%. Reactants: O.C([O-])(O)=O.[Na+] (sodium bicarbonate water), CC=1C=C(N)C=C(C1OCCCOC1=CC=C(C=C1)C(F)(F)F)C (3,5-dimethyl-4-(3-(4-trifluoromethylphenoxy)propoxy)aniline), CC(C(=O)OC)C(CC)=O (methyl 2-methyl-3-oxopentanoate), C1(=CC=C(C=C1)S(=O)(=O)O)C (p-toluenesulfonic acid). Product: C(C)C1=NC2=CC(=C(C(=C2C(=C1C)O)C)OCCCOC1=CC=C(C=C1)C(F)(F)F)C (2-ethyl-4-hydroxy-3,5,7-trimethyl-6-(3-(4-trifluoromethylphenoxy)propoxy)quinoline). The solvent is C(C)(=O)OCC (ethyl acetate), C=1(C(=CC=CC1)C)C (xylene). Procedure details: A solution of 1.18 g of 3,5-dimethyl-4-(3-(4-trifluoromethylphenoxy)propoxy)aniline, 1.35 g of methyl 2-methyl-3-oxopentanoate, and 0.7 g of p-toluenesulfonic acid dissolved in 38 mL of xylene was heated under reflux for 7 hr. This reaction solution was cooled, and ethyl acetate and sodium bicarbonate water were added thereto, followed by separation. The ethyl acetate layer was washed with brine and was further concentrated under the reduced pressure to give 1.38 g of 2-ethyl-4-hydroxy-3,5,7-tri...